This data is from the Open Reaction Database (ORD), a public repository of structured organic reaction records. The task is: describe an organic reaction: reactants, conditions, products, and yield Reactants: CC1=CC=C(CN2C=CC3=CC(=CC=C23)C2=CC=C(C=C2)OC(F)(F)F)C=C1 (1-(4-methylbenzyl)-5-[4-(trifluoromethoxy)phenyl]-1H-indole), C(C(=O)Cl)(=O)Cl (oxalyl chloride), O (H2O). Yields the product CC1=CC=C(CN2C=C(C3=CC(=CC=C23)C2=CC=C(C=C2)OC(F)(F)F)C(C(=O)O)=O)C=C1 ({1-(4-Methylbenzyl)-5-[4-(trifluoromethoxy)phenyl]-1H-indol-3-yl}(oxo)acetic acid). RXN SMILES: [CH3:1][C:2]1[CH:28]=[CH:27][C:5]([CH2:6][N:7]2[C:15]3[C:10](=[CH:11][C:12]([C:16]4[CH:21]=[CH:20][C:19]([O:22][C:23]([F:26])([F:25])[F:24])=[CH:18][CH:17]=4)=[CH:13][CH:14]=3)[CH:9]=[CH:8]2)=[CH:4][CH:3]=1.[C:29](Cl)(=[O:33])[C:30](Cl)=[O:31].[OH2:35]>>[CH3:1][C:2]1[CH:3]=[CH:4][C:5]([CH2:6][N:7]2[C:15]3[C:10](=[CH:11][C:12]([C:16]4[CH:21]=[CH:20][C:19]([O:22][C:23]([F:24])([F:25])[F:26])=[CH:18][CH:17]=4)=[CH:13][CH:14]=3)[C:9]([C:29](=[O:33])[C:30]([OH:35])=[O:31])=[CH:8]2)=[CH:27][CH:28]=1. Procedure: The title compound was prepared from 1-(4-methylbenzyl)-5-[4-(trifluoromethoxy)phenyl]-1H-indole and oxalyl chloride in substantially the same manner, as described in Step 3 of Example 25. The product was obtained as a yellow solid, mp: 192-193° C. Mass spectrum (ESI, [M+H]+) m/z 454. 1HNMR (400 MHz, DMSO-d6): δ 13.50 (br s, 1H), 8.70 (s, 1H), 8.42 (s, 1H), 7.77 (d, 2H, J=8.7 Hz), 7.67 (d, 1H, J=8.5 Hz), 7.58 (dd, 1H, J=8.7 Hz and 1.8 Hz), 7.45 (d, 2H, J=8.3 Hz), 7.22 (d, 1H, J=7.9 Hz), 7.15 (d,... Reactants: C(C(C)(C)C)(=O)O[C@@H](C(=O)NC1=C(C=C(C=C1)Cl)C(C(F)(F)F)=O)C1=CC=CC=C1 ((R)-2-(4-chloro-2-(2,2,2-trifluoroacetyl)-phenylamino)-2-oxo-1-phenylethyl pivalate), C(C)[Mg]Br (Ethylmagnesium bromide), CCOCC (ether), C1(CC1)C#C (cyclopropyl acetylene), C(CC(O)(C(=O)O)CC(=O)O)(=O)O (Citric acid). Solvent: C1CCOC1 (THF), C1CCOC1 (THF). Reaction conditions: temperature 0 celsius, time 1 hour. Yields the product C(C(C)(C)C)(=O)O[C@@H](C(=O)NC1=C(C=C(C=C1)Cl)[C@](C(F)(F)F)(C#CC1CC1)O)C1=CC=CC=C1 ((R)-2-(4-chloro-2-((S)-4-cyclopropyl-1,1,1-trifluoro-2-hydroxybut-3-yn-2-yl)phenylamino)-2-oxo-1-phenylethyl pivalate). As a reaction SMILES: C([Mg]Br)C.CCOCC.[CH:10]1([C:13]#[CH:14])[CH2:12][CH2:11]1.[C:15]([O:21][C@H:22]([C:39]1[CH:44]=[CH:43][CH:42]=[CH:41][CH:40]=1)[C:23]([NH:25][C:26]1[CH:31]=[CH:30][C:29]([Cl:32])=[CH:28][C:27]=1[C:33](=[O:38])[C:34]([F:37])([F:36])[F:35])=[O:24])(=[O:20])[C:16]([CH3:19])([CH3:18])[CH3:17].C(O)(=O)CC(CC(O)=O)(C(O)=O)O>C1COCC1>[C:15]([O:21][C@H:22]([C:39]1[CH:44]=[CH:43][CH:42]=[CH:41][CH:40]=1)[C:23]([NH:25][C:26]1[CH:31]=[CH:30][C:29]([Cl:32])=[CH:28][C:27]=1[C@@:33]([OH:38])([C:14]#[C:13][CH:10]1[CH2:12][CH2:11]1)[C:34]([F:36])([F:37])[F:35])=[O:24])(=[O:20])[C:16]([CH3:19])([CH3:18])[CH3:17]. Reported procedure: Ethylmagnesium bromide 3 M in ether (2 mL, 6.2 mmol) was added slowly to a solution of cyclopropyl acetylene (0.41 g, 6.2 mmol) in THF (5 mL) in an ice-bath under argon. The mixture was stirred at 0° C. for 1 hour and then 40° C. for 2 hours. Then (R)-2-(4-chloro-2-(2,2,2-trifluoroacetyl)phenylamino)-2-oxo-1-phenylethyl pivalate (12, 0.55 g, 1.24 mmol) in THF (2 mL) was added slowly in an ice-bath. The mixture was stirred at 0° C. for 1.5 hours. 10% Citric acid was added to quench the reaction. ... The solvent is C(Cl)Cl (methylene chloride), CC(=O)C (acetone). Reactants: S(=O)(=O)(N)N (Sulfamide), ClC1=C(C(=CC(=C1)Cl)Cl)S(=O)(=O)O (2,4,6-trichlorobenzenesulfonic acid), ClCCC#N (3-chloropropionitrile). Reaction SMILES: [S:1]([NH2:5])([NH2:4])(=[O:3])=[O:2].Cl[C:7]1[CH:12]=[C:11]([Cl:13])[CH:10]=[C:9]([Cl:14])[C:8]=1[S:15]([OH:18])(=[O:17])=[O:16].[Cl:19][CH2:20][CH2:21][C:22]#[N:23]>C(Cl)Cl.CC(C)=O>[Cl:14][C:9]1[CH:10]=[C:11]([Cl:13])[C:12]([Cl:19])=[CH:7][C:8]=1[S:15]([OH:18])(=[O:17])=[O:16].[S:1]([NH:5][C:22](=[NH:23])[CH2:21][CH2:20][Cl:19])(=[O:3])(=[O:2])[NH2:4] |f:5.6|. Reaction conditions: temperature 57.5 celsius. Procedure: Sulfamide (9.6 g, 0.1 mole) was added to a solution of 2,4,6-trichlorobenzenesulfonic acid (52.2 g, 0.2 mole) in 3-chloropropionitrile (51.3 g, 0.6 mole). The suspension was heated at 55-60° C., for 18 hours. At the end of the heating period, the mixture was cooled to room temperature, diluted with methylene chloride (150 ml), and filtered. The solid, thus obtained, was suspended in acetone (50 ml) and the suspension filtered and the product dried. Yields the product ClC1=C(C=C(C(=C1)Cl)Cl)S(=O)(=O)O.S(N)(=O)(=O)NC(CCCl)=N (N-Sulfamyl-3-chloropropionamidine 2,4,5-trichlorobenzene sulfonic acid).